Task: describe an organic reaction: reactants, conditions, products, and yield. Dataset: the Open Reaction Database (ORD), a public repository of structured organic reaction records Reaction SMILES: [C:50](=[O:51])([O-:52])[O-:53].[CH3:25][C:26]1([CH3:27])[C:28]([CH3:29])([CH3:30])[O:31][B:32]([CH:33]=[CH:34][c:35]2[cH:36][cH:37][c:38]([CH2:39][CH2:40][N:41]3[CH2:42][CH2:43][O:44][CH2:45][CH2:46]3)[cH:47][cH:48]2)[O:49]1.[I:1][c:2]1[n:3][nH:4][c:5]2[cH:6][c:7]([CH:11]3[C:12]4([CH2:13]3)[C:14](=[O:24])[NH:15][c:16]3[cH:17][cH:18][c:19]([O:22][CH3:23])[cH:20][c:21]34)[cH:8][cH:9][c:10]12.[Na+:54].[Na+:55].[cH:56]1[cH:57][cH:58][c:59]([P:60]([Pd:61]([P:62]([c:63]2[cH:64][cH:65][cH:66][cH:67][cH:68]2)([c:69]2[cH:70][cH:71][cH:72][cH:73][cH:74]2)[c:75]2[cH:76][cH:77][cH:78][cH:79][cH:80]2)([P:81]([c:82]2[cH:83][cH:84][cH:85][cH:86][cH:87]2)([c:88]2[cH:89][cH:90][cH:91][cH:92][cH:93]2)[c:94]2[cH:95][cH:96][cH:97][cH:98][cH:99]2)[P:100]([c:101]2[cH:102][cH:103][cH:104][cH:105][cH:106]2)([c:107]2[cH:108][cH:109][cH:110][cH:111][cH:112]2)[c:113]2[cH:114][cH:115][cH:116][cH:117][cH:118]2)([c:119]2[cH:120][cH:121][cH:122][cH:123][cH:124]2)[c:125]2[cH:126][cH:127][cH:128][cH:129][cH:130]2)[cH:131][cH:132]1>>[c:2]1([CH:33]=[CH:34][c:35]2[cH:36][cH:37][c:38]([CH2:39][CH2:40][N:41]3[CH2:42][CH2:43][O:44][CH2:45][CH2:46]3)[cH:47][cH:48]2)[n:3][nH:4][c:5]2[cH:6][c:7]([CH:11]3[C:12]4([CH2:13]3)[C:14](=[O:24])[NH:15][c:16]3[cH:17][cH:18][c:19]([O:22][CH3:23])[cH:20][c:21]34)[cH:8][cH:9][c:10]12. Reactants: O=C([O-])[O-], CC1(C)OB(C=Cc2ccc(CCN3CCOCC3)cc2)OC1(C)C, COc1ccc2c(c1)C1(CC1c1ccc3c(I)n[nH]c3c1)C(=O)N2, [Na+], [Na+], c1ccc(P(c2ccccc2)(c2ccccc2)[Pd](P(c2ccccc2)(c2ccccc2)c2ccccc2)(P(c2ccccc2)(c2ccccc2)c2ccccc2)P(c2ccccc2)(c2ccccc2)c2ccccc2)cc1. Product: COc1ccc2c(c1)C1(CC1c1ccc3c(C=Cc4ccc(CCN5CCOCC5)cc4)n[nH]c3c1)C(=O)N2. Starting materials: OC(c1ccccc1)(c1ccccc1)c1ccccc1, CC(=O)O, O, CC(C)OCc1nc(C(C)(C)O)c(C(=O)OC(C)C)n1Cc1ccc(-c2ccccc2-c2nnnn2C(c2ccccc2)(c2ccccc2)c2ccccc2)cc1. The product is CC(C)OCc1nc(C(C)(C)O)c(C(=O)OC(C)C)n1Cc1ccc(-c2ccccc2-c2nnn[nH]2)cc1. RXN SMILES: [C:62]([OH:63])([c:64]1[cH:65][cH:66][cH:67][cH:68][cH:69]1)([c:70]1[cH:71][cH:72][cH:73][cH:74][cH:75]1)[c:76]1[cH:77][cH:78][cH:79][cH:80][cH:81]1.[CH3:58][C:59](=[O:60])[OH:61].[OH2:82].[OH:1][C:2]([CH3:3])([CH3:4])[c:5]1[n:6][c:7]([CH2:53][O:54][CH:55]([CH3:56])[CH3:57])[n:8]([CH2:16][c:17]2[cH:18][cH:19][c:20](-[c:23]3[c:24](-[c:29]4[n:30][n:31][n:32][n:33]4[C:34]([c:35]4[cH:36][cH:37][cH:38][cH:39][cH:40]4)([c:41]4[cH:42][cH:43][cH:44][cH:45][cH:46]4)[c:47]4[cH:48][cH:49][cH:50][cH:51][cH:52]4)[cH:25][cH:26][cH:27][cH:28]3)[cH:21][cH:22]2)[c:9]1[C:10](=[O:11])[O:12][CH:13]([CH3:14])[CH3:15]>>[OH:1][C:2]([CH3:3])([CH3:4])[c:5]1[n:6][c:7]([CH2:53][O:54][CH:55]([CH3:56])[CH3:57])[n:8]([CH2:16][c:17]2[cH:18][cH:19][c:20](-[c:23]3[c:24](-[c:29]4[n:30][n:31][n:32][nH:33]4)[cH:25][cH:26][cH:27][cH:28]3)[cH:21][cH:22]2)[c:9]1[C:10](=[O:11])[O:12][CH:13]([CH3:14])[CH3:15]. The reactants are C(C)OS(=O)(=O)OCC (diethylsulfate), [OH-].[Na+] (NaOH), 1-(3-furyl)-1-hydroxy-2-propane, CCCCCC (hexane), C1CCOC1 (THF). Reagents/catalysts: [Br-].C(CCC)[N+](CCCC)(CCCC)CCCC (tetrabutylammonium bromide). Run at time 3 hour. Yields the product O1C=C(C=C1)C(C#C)OCC (1-(3-furyl)-1-ethoxy-2-propyne). RXN SMILES: [CH3:1][CH2:2][CH2:3][CH2:4][CH2:5][CH3:6].[OH-].[Na+].C(OS([O:15][CH2:16][CH3:17])(=O)=O)C.C1C[O:21][CH2:20]C1>[Br-].C([N+](CCCC)(CCCC)CCCC)CCC>[O:21]1[CH:1]=[CH:2][C:3]([CH:4]([O:15][CH2:16][CH3:17])[C:5]#[CH:6])=[CH:20]1 |f:1.2,5.6|. Procedure: To a mixture of 1-(3-furyl)-1-hydroxy-2-propane (20.0 g, 0.163 mol), hexane (200 mL) and THF (25 mL) was added tetrabutylammonium bromide (1.05 g, 0.0032 mol), 50% NaOH (150 mL) and then diethylsulfate (30.0g, 0.195 mol) at 0° C. The mixture was stirred for 3 h at room temperature, poured into ice, and extracted with ethyl acetate. The combined organic layers were washed with brine, dried over Na2SO4 and concentrated in vacuo. The residue was distilled at 70°-84° C. and (10 mm Hg) to afford 1-(3... Reactants: [Al+3], C=CCN(CC(=O)Nc1ccc(OC)cc1Cl)CC1CCCCC1, [H-], [H-], [H-], [H-], [Li+]. The product is C=CCN(CCNc1ccc(OC)cc1Cl)CC1CCCCC1. Reaction SMILES: [Al+3:26].[Cl:1][c:2]1[c:3]([NH:10][C:11]([CH2:12][N:13]([CH2:14][CH:15]=[CH2:16])[CH2:17][CH:18]2[CH2:19][CH2:20][CH2:21][CH2:22][CH2:23]2)=[O:24])[cH:4][cH:5][c:6]([O:8][CH3:9])[cH:7]1.[H-:25].[H-:28].[H-:29].[H-:30].[Li+:27]>>[Cl:1][c:2]1[c:3]([NH:10][CH2:11][CH2:12][N:13]([CH2:14][CH:15]=[CH2:16])[CH2:17][CH:18]2[CH2:19][CH2:20][CH2:21][CH2:22][CH2:23]2)[cH:4][cH:5][c:6]([O:8][CH3:9])[cH:7]1. Starting materials: Cc1cc(Br)sc1C(=O)NCc1ccccc1, CN(C)C=O, N#C[Cu]C#N. Product: Cc1cc(C#N)sc1C(=O)NCc1ccccc1. As a reaction SMILES: [CH2:1]([c:2]1[cH:3][cH:4][cH:5][cH:6][cH:7]1)[NH:8][C:9](=[O:10])[c:11]1[s:12][c:13]([Br:17])[cH:14][c:15]1[CH3:16].[CH3:23][N:24]([CH3:25])[CH:26]=[O:27].[Cu:18]([C:19]#[N:20])[C:21]#[N:22]>>[CH2:1]([c:2]1[cH:3][cH:4][cH:5][cH:6][cH:7]1)[NH:8][C:9](=[O:10])[c:11]1[s:12][c:13]([C:19]#[N:20])[cH:14][c:15]1[CH3:16]. Reactants: C1(CC1)C(CC(=O)OCC)C1=CC(=CC=C1)COC1=CC(=C(C=C1)C1=C(C=CC(=C1)OC)F)OCC(C)(C)C (ethyl 3-cyclopropyl-3-(3-(((2-(2,2-dimethylpropoxy)-2′-fluoro-5′-methoxybiphenyl-4-yl)oxy)methyl)phenyl)propanoate), [OH-].[Na+] (sodium hydroxide), Cl (hydrochloric acid). Run in C(C)O (ethanol). Reaction conditions: time 2 hour. Yields the product C1(CC1)C(CC(=O)O)C1=CC(=CC=C1)COC1=CC(=C(C=C1)C1=C(C=CC(=C1)OC)F)OCC(C)(C)C (3-cyclopropyl-3-(3-(((2-(2,2-dimethylpropoxy)-2′-fluoro-5′-methoxybiphenyl-4-yl)oxy)methyl)phenyl)propanoic acid). The yield is 89.8%. As a reaction SMILES: [CH:1]1([CH:4]([C:11]2[CH:16]=[CH:15][CH:14]=[C:13]([CH2:17][O:18][C:19]3[CH:24]=[CH:23][C:22]([C:25]4[CH:30]=[C:29]([O:31][CH3:32])[CH:28]=[CH:27][C:26]=4[F:33])=[C:21]([O:34][CH2:35][C:36]([CH3:39])([CH3:38])[CH3:37])[CH:20]=3)[CH:12]=2)[CH2:5][C:6]([O:8]CC)=[O:7])[CH2:3][CH2:2]1.[OH-].[Na+].Cl>C(O)C>[CH:1]1([CH:4]([C:11]2[CH:16]=[CH:15][CH:14]=[C:13]([CH2:17][O:18][C:19]3[CH:24]=[CH:23][C:22]([C:25]4[CH:30]=[C:29]([O:31][CH3:32])[CH:28]=[CH:27][C:26]=4[F:33])=[C:21]([O:34][CH2:35][C:36]([CH3:39])([CH3:38])[CH3:37])[CH:20]=3)[CH:12]=2)[CH2:5][C:6]([OH:8])=[O:7])[CH2:2][CH2:3]1 |f:1.2|. Procedure details: To a solution of ethyl 3-cyclopropyl-3-(3-(((2-(2,2-dimethylpropoxy)-2′-fluoro-5′-methoxybiphenyl-4-yl)oxy)methyl)phenyl)propanoate (114 mg) in ethanol (3.0 mL) was added 2N aqueous sodium hydroxide solution (0.22 mL), and the mixture was stirred at room temperature for 2 hr. To the reaction mixture was added 1N hydrochloric acid, and the mixture was extracted with ethyl acetate. The extract was washed with saturated brine, and dried over anhydrous sodium sulfate. The solvent was evaporated unde... The reactants are COC1=CC=C(CN(C2=NC=C(C=N2)C=2C3=C(N=C(N2)N2CCOCC2)NCC3)CC3=CC=C(C=C3)OC)C=C1 (bis-(4-methoxy-benzyl)-[5-(2-morpholin-4-yl-6,7-dihydro-5H-pyrrolo[2,3-d]pyrimidin-4-yl)-pyrimidin-2-yl]-amine), COC(C1=CC(=CC=C1)Br)=O (3-bromobenzoic acid methyl ester). Yields the product COC(C1=CC(=CC=C1)N1CCC2=C1N=C(N=C2C=2C=NC(=NC2)N(CC2=CC=C(C=C2)OC)CC2=CC=C(C=C2)OC)N2CCOCC2)=O (3-(4-{2-[bis-(4-methoxy-benzyl)-amino]-pyrimidin-5-yl}-2-morpholin-4-yl-5,6-dihydro-pyrrolo[2,3-d]pyrimidin-7-yl)-benzoic acid methyl ester). RXN SMILES: [CH3:1][O:2][C:3]1[CH:40]=[CH:39][C:6]([CH2:7][N:8]([CH2:30][C:31]2[CH:36]=[CH:35][C:34]([O:37][CH3:38])=[CH:33][CH:32]=2)[C:9]2[N:14]=[CH:13][C:12]([C:15]3[C:16]4[CH2:29][CH2:28][NH:27][C:17]=4[N:18]=[C:19]([N:21]4[CH2:26][CH2:25][O:24][CH2:23][CH2:22]4)[N:20]=3)=[CH:11][N:10]=2)=[CH:5][CH:4]=1.[CH3:41][O:42][C:43](=[O:51])[C:44]1[CH:49]=[CH:48][CH:47]=[C:46](Br)[CH:45]=1>>[CH3:41][O:42][C:43](=[O:51])[C:44]1[CH:49]=[CH:48][CH:47]=[C:46]([N:27]2[C:17]3[N:18]=[C:19]([N:21]4[CH2:26][CH2:25][O:24][CH2:23][CH2:22]4)[N:20]=[C:15]([C:12]4[CH:11]=[N:10][C:9]([N:8]([CH2:7][C:6]5[CH:5]=[CH:4][C:3]([O:2][CH3:1])=[CH:40][CH:39]=5)[CH2:30][C:31]5[CH:32]=[CH:33][C:34]([O:37][CH3:38])=[CH:35][CH:36]=5)=[N:14][CH:13]=4)[C:16]=3[CH2:29][CH2:28]2)[CH:45]=1. Procedure: Using bis-(4-methoxy-benzyl)-[5-(2-morpholin-4-yl-6,7-dihydro-5H-pyrrolo[2,3-d]pyrimidin-4-yl)-pyrimidin-2-yl]-amine (15.0 mg, 0.0278 mmol) and 3-bromobenzoic acid methyl ester (7.1 mg, 0.033 mmol) instead of 4-bromobenzoic acid methyl ester, in the same manner as Example 1-D-08, a crude product of 3-(4-{2-[bis-(4-methoxy-benzyl)-amino]-pyrimidin-5-yl}-2-morpholin-4-yl-5,6-dihydro-pyrrolo[2,3-d]pyrimidin-7-yl)-benzoic acid methyl ester was obtained, and then the PMB groups were removed according...